From a dataset of the Open Reaction Database (ORD), a public repository of structured organic reaction records. describe an organic reaction: reactants, conditions, products, and yield Reactants: CC(C)[C@@H](C(=O)OCCOCN1C=NC2=C1NC(=NC2=O)N)N (Val-ACV), amino acid anhydride, N([C@@H](C(C)C)C(=O)O)C(=O)OC(C)(C)C (Boc-Val). Solvent: C(C)N(CC)CC (triethylamine). The product is C1=NC2=C(N1COCCO)N=C(N=C2O)N.CC(C)[C@@H](C(=O)N[C@@H](C(C)C)C(=O)O)N (acyclovir Val-Val), ( 5 ). As a reaction SMILES: [CH3:1][CH:2]([C@H:4]([NH2:23])C([O:7][CH2:8][CH2:9][O:10][CH2:11][N:12]1[C:16]2[NH:17][C:18]([NH2:22])=[N:19][C:20](=[O:21])[C:15]=2[N:14]=[CH:13]1)=O)[CH3:3].[NH:24]([C:32]([O:34]C(C)(C)C)=O)[C@H:25]([C:29]([OH:31])=[O:30])[CH:26]([CH3:28])[CH3:27]>C(N(CC)CC)C>[CH:13]1[N:12]([CH2:11][O:10][CH2:9][CH2:8][OH:7])[C:16]2[N:17]=[C:18]([NH2:22])[N:19]=[C:20]([OH:21])[C:15]=2[N:14]=1.[CH3:1][CH:2]([C@H:4]([NH2:23])[C:32]([NH:24][C@H:25]([C:29]([OH:31])=[O:30])[CH:26]([CH3:27])[CH3:28])=[O:34])[CH3:3] |f:3.4|. Reported procedure: A mixture of the desired stereoisomeric form of Boc-Val, and dicyclohexyl carbodiimide (DCC), in dimethylformamide (DMF) in a ratio of 1:2 DCC/Boc-Val was stirred for 1 hr at 0° C. under nitrogen atmosphere. A solution of acyclovir (1) and 4-N,N(dimethylamino) pyridine (DMAP) was added to the reaction mixture, stirred for 18 hrs and then filtered. The solvent of the filtrate was partially removed in vacuo and the impure solution was added dropwise to cold diethyl ether. The resulting precipitate...